From a dataset of the Open Reaction Database (ORD), a public repository of structured organic reaction records. describe an organic reaction: reactants, conditions, products, and yield Starting materials: C(C)(C)(C)OC(=O)N(C1=C(C=2C=CN3C(C2C=C1)=CC=N3)C(=O)OC)C(=O)OC(C)(C)C (methyl 8-[bis-(tert-butoxycarbonyl)amino]-pyrazolo[5,1-a]isoquinoline-7-carboxylate), C(C)(C)(C)OC(=O)N(C1=C(C=2C=CN3C(C2C=C1)=CC=N3)C(=O)OC)C(=O)OC(C)(C)C (methyl 8-[bis-(tert-butoxycarbonyl)amino]-pyrazolo[5,1-a]isoquinoline-7-carboxylate). Reagents/catalysts: [OH-].[OH-].[Pd+2] (palladium hydroxide on carbon). The solvent is O1CCOCC1 (dioxane). Yields the product C(C)(C)(C)OC(=O)N(C1=C(C=2CCN3C(C2C=C1)=CC=N3)C(=O)OC)C(=O)OC(C)(C)C (methyl 8-[bis-(tert-butoxycarbonyl)amino]-5,6-dihydropyrazolo[5,1-a]isoquinoline-7-carboxylate). The yield is 12.2%. As a reaction SMILES: [C:1]([O:5][C:6]([N:8]([C:26]([O:28][C:29]([CH3:32])([CH3:31])[CH3:30])=[O:27])[C:9]1[CH:18]=[CH:17][C:16]2[C:15]3=[CH:19][CH:20]=[N:21][N:14]3[CH:13]=[CH:12][C:11]=2[C:10]=1[C:22]([O:24][CH3:25])=[O:23])=[O:7])([CH3:4])([CH3:3])[CH3:2]>O1CCOCC1.[OH-].[OH-].[Pd+2]>[C:29]([O:28][C:26]([N:8]([C:6]([O:5][C:1]([CH3:4])([CH3:3])[CH3:2])=[O:7])[C:9]1[CH:18]=[CH:17][C:16]2[C:15]3=[CH:19][CH:20]=[N:21][N:14]3[CH2:13][CH2:12][C:11]=2[C:10]=1[C:22]([O:24][CH3:25])=[O:23])=[O:27])([CH3:32])([CH3:31])[CH3:30] |f:2.3.4|. Procedure details: A solution of methyl 8-[bis-(tert-butoxycarbonyl)amino]-pyrazolo[5,1-a]isoquinoline-7-carboxylate (Intermediate 7, 0.36 g) in dioxane was passed through the H-Cube, using a 20% palladium hydroxide on carbon cartridge, eluting at 0.5 mL/minute, at 100° C. and 100 bar. Two fractions were isolated. The first fraction was concentrated in vacuo to give methyl 8-[bis-(tert-butoxycarbonyl)amino]-5,6-dihydropyrazolo[5,1-a]isoquinoline-7-carboxylate (0.044 g). The second fraction, containing the starting... Starting materials: C(C)(=O)Cl (acetyl chloride), NC1=NC(=NC(=N1)N1CCOCC1)CCC (2-amino-4-morpholino-6-propyl-1,3,5-triazine). Run in N1=CC=CC=C1 (pyridine), C1(=CC=CC=C1)C (toluene). Reaction conditions: time 6 hour. The product is O1CCN(CC1)C1=NC(=NC(=N1)CCC)NC(C)=O (N-(4-morpholino-6-propyl-1,3,5-triazin-2-yl)-acetamide). Isolated yield 43.3%. As a reaction SMILES: [C:1](Cl)(=[O:3])[CH3:2].[NH2:5][C:6]1[N:11]=[C:10]([N:12]2[CH2:17][CH2:16][O:15][CH2:14][CH2:13]2)[N:9]=[C:8]([CH2:18][CH2:19][CH3:20])[N:7]=1>N1C=CC=CC=1.C1(C)C=CC=CC=1>[O:15]1[CH2:14][CH2:13][N:12]([C:10]2[N:9]=[C:8]([CH2:18][CH2:19][CH3:20])[N:7]=[C:6]([NH:5][C:1](=[O:3])[CH3:2])[N:11]=2)[CH2:17][CH2:16]1. Procedure details: 4 g (0.05 mole) of acetyl chloride are added dropwise into a solution of 11.2 g (0.05 mole) of 2-amino-4-morpholino-6-propyl-1,3,5-triazine in 100 ml of anhydrous pyridine at room temperature. The mixture is stirred for 6 hours and then allowed to stand for 48 hours. The pyridine hydrochloride is filtered off and the filtrate is evaporated under reduced pressure. The residue obtained is taken up once in toluene, and the mixture is evaporated again. The residue is then taken up in dichloromethane... The reactants are COC1=CC=CC2=C1C(=CO2)C (4-methoxy-3-methyl-benzofuran), [Se](=O)=O (selenium dioxide). Run in O1CCOCC1 (dioxane). Product: COC1=CC=CC2=C1C(=CO2)C=O (4-Methoxy-benzofuran-3-carbaldehyde). As a reaction SMILES: [CH3:1][O:2][C:3]1[C:8]2[C:9]([CH3:12])=[CH:10][O:11][C:7]=2[CH:6]=[CH:5][CH:4]=1.[Se](=O)=[O:14]>O1CCOCC1>[CH3:1][O:2][C:3]1[C:8]2[C:9]([CH:12]=[O:14])=[CH:10][O:11][C:7]=2[CH:6]=[CH:5][CH:4]=1. Procedure details: To a solution of 4-methoxy-3-methyl-benzofuran (J. Chem. Res. Synopses (1996),132) (4 g, 24.66 mmol) in 40 ml of dioxane is added selenium dioxide (3.39 g, 29.59 mmol) and the mixture is heated under reflux for 24 hours. It is then cooled and filtered. The solvent is evaporated and the crude red solid is used as such in the next step. Reaction conditions: temperature 60 celsius, time 5.5 hour. Procedure details: To a solution of the methyl 4-ethyl-3-methyl-5-oxo-1-[(R)-1-phenylethyl]pyrrolidin-3-yl-carboxylate (stereoisomer A) produced in Reference Example 32 (10.63 g, 36.7 mmol) in tetrahydrofuran (330 mL) and methanol (110 mL), 2N aqueous solution of sodium hydroxide (110 mL, 220 mmol) was added at room temperature, and the mixture was stirred in an oil bath at 60° C. for 5.5 hours. The reaction mixture was concentrated under reduced pressure, and after adding concentrated hydrochloric acid to the con... Yields the product C(C)C1C(CN(C1=O)[C@H](C)C1=CC=CC=C1)(C)C(=O)O (4-Ethyl-3-methyl-5-oxo-1-[(R)-1-phenylethyl]pyrrolidin-3-yl-carboxylic acid). Starting materials: C(C)C1C(CN(C1=O)[C@H](C)C1=CC=CC=C1)(C)C(=O)OC (methyl 4-ethyl-3-methyl-5-oxo-1-[(R)-1-phenylethyl]pyrrolidin-3-yl-carboxylate), [OH-].[Na+] (sodium hydroxide), Example 32, aqueous solution. Reaction SMILES: [CH2:1]([CH:3]1[C:7](=[O:8])[N:6]([C@@H:9]([C:11]2[CH:16]=[CH:15][CH:14]=[CH:13][CH:12]=2)[CH3:10])[CH2:5][C:4]1([C:18]([O:20]C)=[O:19])[CH3:17])[CH3:2].[OH-].[Na+]>O1CCCC1.CO>[CH2:1]([CH:3]1[C:7](=[O:8])[N:6]([C@@H:9]([C:11]2[CH:16]=[CH:15][CH:14]=[CH:13][CH:12]=2)[CH3:10])[CH2:5][C:4]1([C:18]([OH:20])=[O:19])[CH3:17])[CH3:2] |f:1.2|. Solvent: O1CCCC1 (tetrahydrofuran), CO (methanol). The reactants are FC1=CC=C(C=C1)NC1=NC=CC=C1C(C)=O (1-(2-(4-fluorophenylamino)pyridin-3-yl)ethanone), Ba(OH)2, COC1=CC=C(C=C1)NC1=NC=CC=C1C=CC(=O)C1=CC(=C(C(=C1)OC)OC)OC (3-(2-(4-Methoxyphenylamino) pyridin-3-yl)-1-(3,4,5-trimethoxyphenyl)prop-2-en-1-one), COC=1C=C(C=O)C=C(C1OC)OC (3,4,5-trimethoxybenzaldehyde), 8h, Cl (HCl). The solvent is CO (methanol). Conditions: time 5 minute. Yields the product FC1=CC=C(C=C1)NC1=NC=CC=C1C(C=CC1=CC(=C(C(=C1)OC)OC)OC)=O (1-(2-(4-Fluorophenylamino)pyridin-3-yl)-3-(3,4,5-trimethoxyphenyl)prop-2-en-1-one). Yield: 90.3%. RXN SMILES: [F:1][C:2]1[CH:7]=[CH:6][C:5]([NH:8][C:9]2[C:14]([C:15](=[O:17])[CH3:16])=[CH:13][CH:12]=[CH:11][N:10]=2)=[CH:4][CH:3]=1.[CH3:18][O:19][C:20]1[CH:21]=[C:22]([CH:25]=[C:26]([O:30][CH3:31])[C:27]=1[O:28][CH3:29])[CH:23]=O.COC1C=CC(NC2C(C=CC(C3C=C(OC)C(OC)=C(OC)C=3)=O)=CC=CN=2)=CC=1.Cl>CO>[F:1][C:2]1[CH:7]=[CH:6][C:5]([NH:8][C:9]2[C:14]([C:15](=[O:17])[CH:16]=[CH:23][C:22]3[CH:25]=[C:26]([O:30][CH3:31])[C:27]([O:28][CH3:29])=[C:20]([O:19][CH3:18])[CH:21]=3)=[CH:13][CH:12]=[CH:11][N:10]=2)=[CH:4][CH:3]=1. Reported procedure: To a solution of 1-(2-(4-fluorophenylamino)pyridin-3-yl)ethanone (100 mg, 0.434 mmol) in methanol (5 mL) was added 2N Ba(OH)2 solution (2 ml) and stirred for 5 minutes. Then added 3,4,5-trimethoxybenzaldehyde (85.30 mg, 0.434 mmol) and the reaction mixture was stirred at a temperature of 30° C. for 8h and the reaction was monitored by TLC. After 6h the reaction mixture is acidified with 2N HCl. The resulting precipitate was filtered, washed thoroughly with water and dried over anhydrous CaCl2. T... Reactants: C1=CC=CC=2C3=CC=CC=C3NC12 (carbazole), CN1C2=CC=CC=C2C=2C=CC=CC12 (N-methylcarbazole). The product is C1(=CC=CC=C1)CCCC1=CC=CC=C1 (1,3-diphenylpropane). The yield is 68.0%. As a reaction SMILES: [CH:1]1[C:13]2N[C:11]3[C:6](=[CH:7][CH:8]=[CH:9][CH:10]=3)[C:5]=2[CH:4]=[CH:3][CH:2]=1.CN1C2C=CC=CC=2[C:21]2[C:16]1=[CH:17]C=CC=2>>[C:6]1([CH2:5][CH2:4][CH2:3][C:2]2[CH:1]=[CH:13][CH:21]=[CH:16][CH:17]=2)[CH:7]=[CH:8][CH:9]=[CH:10][CH:11]=1. Procedure details: The procedure of Example 3 was followed except that the carbazole was replaced by 71 mg of N-methylcarbazole, whereupon 57 mg of 1,3-diphenylpropane (yield 68%) was isolated. Starting materials: CCCCCCCCCCCCCCCCCC(O)CCO, COc1ccc(C(Cl)(c2ccccc2)c2ccc(OC)cc2)cc1, c1ccncc1. The product is CCCCCCCCCCCCCCCCCC(O)CCOC(c1ccccc1)(c1ccc(OC)cc1)c1ccc(OC)cc1. As a reaction SMILES: [CH3:1][CH2:2][CH2:3][CH2:4][CH2:5][CH2:6][CH2:7][CH2:8][CH2:9][CH2:10][CH2:11][CH2:12][CH2:13][CH2:14][CH2:15][CH2:16][CH2:17][CH:18]([OH:19])[CH2:20][CH2:21][OH:22].[CH3:23][O:24][c:25]1[cH:26][cH:27][c:28]([C:29]([c:30]2[cH:31][cH:32][c:33]([O:36][CH3:37])[cH:34][cH:35]2)([c:38]2[cH:39][cH:40][cH:41][cH:42][cH:43]2)[Cl:44])[cH:45][cH:46]1.[cH:47]1[cH:48][cH:49][n:50][cH:51][cH:52]1>>[CH3:1][CH2:2][CH2:3][CH2:4][CH2:5][CH2:6][CH2:7][CH2:8][CH2:9][CH2:10][CH2:11][CH2:12][CH2:13][CH2:14][CH2:15][CH2:16][CH2:17][CH:18]([OH:19])[CH2:20][CH2:21][O:22][C:29]([c:28]1[cH:27][cH:26][c:25]([O:24][CH3:23])[cH:46][cH:45]1)([c:30]1[cH:31][cH:32][c:33]([O:36][CH3:37])[cH:34][cH:35]1)[c:38]1[cH:39][cH:40][cH:41][cH:42][cH:43]1. Starting materials: C[Si](C)(C)C#CC1=CC=C(C(=O)OCCCCCCC)C=C1 (heptyl 4-[(trimethylsilyl)ethynyl]benzoate), C([O-])([O-])=O.[K+].[K+] (potassium carbonate). Run in O1CCCC1.CO (tetrahydrofuran methanol). Conditions: temperature -10 celsius, time 1 hour. Product: C(#C)C1=CC=C(C(=O)OCCCCCCC)C=C1 (heptyl 4-ethynylbenzoate). Isolated yield 82.1%. Reaction SMILES: C[Si]([C:5]#[C:6][C:7]1[CH:22]=[CH:21][C:10]([C:11]([O:13][CH2:14][CH2:15][CH2:16][CH2:17][CH2:18][CH2:19][CH3:20])=[O:12])=[CH:9][CH:8]=1)(C)C.C(=O)([O-])[O-].[K+].[K+]>O1CCCC1.CO>[C:6]([C:7]1[CH:22]=[CH:21][C:10]([C:11]([O:13][CH2:14][CH2:15][CH2:16][CH2:17][CH2:18][CH2:19][CH3:20])=[O:12])=[CH:9][CH:8]=1)#[CH:5] |f:1.2.3,4.5|. Procedure: Heptyl 4-[(trimethylsilyl)ethynyl]benzoate (3a) (10.4 g, 32.8 mmol) was dissolved in tetrahydrofuran/methanol (3/1, v/v) (400 mL), potassium carbonate (1.00 g, 7.24 mmol) was added, and the mixture was stirred at −10° C. for 1 hr. The reaction solvent was concentrated, and the residue was diluted with ethyl acetate, washed with 1N hydrochloric acid and saturated aqueous sodium hydrogen carbonate solution, and the organic layer was dried over anhydrous sodium sulfate. The solvent was removed unde... Starting materials: COC1=CC(=C(C(=C1)C)S(=O)(=O)N(C)CC1=NN=C(O1)C(=O)OC)C (methyl 5-({[(4-methoxy-2,6-dimethylphenyl)sulfonyl](methyl)amino}methyl)-1,3,4-oxadiazole-2-carboxylate), N1C(=NCC1)C1=CC=C(C=C1)CCNC (2-[4-(4,5-dihydro-1H-imidazol-2-yl)phenyl]-N-methylethanamine), C[Al](C)C (trimethylaluminium). Solvent: C(Cl)Cl (DCM). The product is N1C(=NCC1)C1=CC=C(C=C1)CCN(C(=O)C=1OC(=NN1)CN(C)S(=O)(=O)C1=C(C=C(C=C1C)OC)C)C (N-{2-[4-(4,5-Dihydro-1H-imidazol-2-yl)phenyl]ethyl}-5-({[(4-methoxy-2,6-dimethylphenyl)sulfonyl](methyl)amino}methyl)-N-methyl-1,3,4-oxadiazole-2-carboxamide). RXN SMILES: [CH3:1][O:2][C:3]1[CH:8]=[C:7]([CH3:9])[C:6]([S:10]([N:13]([CH2:15][C:16]2[O:20][C:19]([C:21]([O:23]C)=O)=[N:18][N:17]=2)[CH3:14])(=[O:12])=[O:11])=[C:5]([CH3:25])[CH:4]=1.[NH:26]1[CH2:30][CH2:29][N:28]=[C:27]1[C:31]1[CH:36]=[CH:35][C:34]([CH2:37][CH2:38][NH:39][CH3:40])=[CH:33][CH:32]=1.C[Al](C)C>C(Cl)Cl>[NH:28]1[CH2:29][CH2:30][N:26]=[C:27]1[C:31]1[CH:32]=[CH:33][C:34]([CH2:37][CH2:38][N:39]([CH3:40])[C:21]([C:19]2[O:20][C:16]([CH2:15][N:13]([S:10]([C:6]3[C:7]([CH3:9])=[CH:8][C:3]([O:2][CH3:1])=[CH:4][C:5]=3[CH3:25])(=[O:11])=[O:12])[CH3:14])=[N:17][N:18]=2)=[O:23])=[CH:35][CH:36]=1. Procedure: The title compound was prepared according to general procedure AT using methyl 5-({[(4-methoxy-2,6-dimethylphenyl)sulfonyl](methyl)amino}methyl)-1,3,4-oxadiazole-2-carboxylate (50 mg, 0.135 mmol), 2-[4-(4,5-dihydro-1H-imidazol-2-yl)phenyl]-N-methylethanamine (110 mg, 0.54 mmol) and trimethylaluminium (2 M in toluene, 0.27 mL) in DCM (10 mL). A portion of the crude product was purified using prep method A, then prep method B. Starting materials: Br, O=N[O-], Nc1ccc2c(c1)CC1(C2)C(=O)Nc2ncccc21, [Na+], O. Product: O=C1Nc2ncccc2C12Cc1ccc(Br)cc1C2. Reaction SMILES: [BrH:24].[N:20]([O-:21])=[O:22].[NH2:1][c:2]1[cH:3][c:4]2[c:8]([cH:9][cH:10]1)[CH2:7][C:6]1([CH2:5]2)[C:11](=[O:19])[NH:12][c:13]2[n:14][cH:15][cH:16][cH:17][c:18]21.[Na+:23].[OH2:25]>>[c:2]1([Br:24])[cH:3][c:4]2[c:8]([cH:9][cH:10]1)[CH2:7][C:6]1([CH2:5]2)[C:11](=[O:19])[NH:12][c:13]2[n:14][cH:15][cH:16][cH:17][c:18]21.